This data is from the Open Reaction Database (ORD), a public repository of structured organic reaction records. The task is: describe an organic reaction: reactants, conditions, products, and yield Run at time 1 hour. Solvent: ClCCl (dichloromethane). As a reaction SMILES: C[O:2][C:3](=[O:34])[CH2:4][O:5][C:6]1[CH:11]=[C:10]([O:12][CH3:13])[C:9]([S:14]([CH2:16][C:17]2[CH:22]=[CH:21][C:20]([C:23]3[CH:28]=[CH:27][C:26]([C:29]([F:32])([F:31])[F:30])=[CH:25][CH:24]=3)=[CH:19][CH:18]=2)=[O:15])=[CH:8][C:7]=1[CH3:33].COC1C(SCC2C=CC(C3C=CC(C(F)(F)F)=CC=3)=CC=2)=CC(C)=C(C=1)OCC(O)=O.C1(S(N2C(C3C=CC=CC=3)O2)(=O)=O)C=CC=CC=1.O>ClCCl>[CH3:13][O:12][C:10]1[C:9]([S:14]([CH2:16][C:17]2[CH:22]=[CH:21][C:20]([C:23]3[CH:24]=[CH:25][C:26]([C:29]([F:32])([F:31])[F:30])=[CH:27][CH:28]=3)=[CH:19][CH:18]=2)=[O:15])=[CH:8][C:7]([CH3:33])=[C:6]([CH:11]=1)[O:5][CH2:4][C:3]([OH:34])=[O:2]. Product: COC=1C(=CC(=C(OCC(=O)O)C1)C)S(=O)CC1=CC=C(C=C1)C1=CC=C(C=C1)C(F)(F)F ([5-Methoxy-2-methyl-4-(4′-trifluoromethyl-biphenyl-4-ylmethanesulfinyl)-phenoxy]-acetic acid). The reactants are COC(COC1=C(C=C(C(=C1)OC)S(=O)CC1=CC=C(C=C1)C1=CC=C(C=C1)C(F)(F)F)C)=O ([5-Methoxy-2-methyl-4-(4′-trifluoromethyl-biphenyl-4-ylmethanesulfinyl)-phenoxy]-acetic acid methyl ester), C1(=CC=CC=C1)S(=O)(=O)N1OC1C1=CC=CC=C1 (2-benzenesulfonyl-3-phenyl-oxaziridine), O (water), COC(COC1=C(C=C(C(=C1)OC)S(=O)CC1=CC=C(C=C1)C1=CC=C(C=C1)C(F)(F)F)C)=O ([5-Methoxy-2-methyl-4-(4′-trifluoromethyl-biphenyl-4-ylmethanesulfinyl)-phenoxy]-acetic acid methyl ester), COC=1C(=CC(=C(OCC(=O)O)C1)C)SCC1=CC=C(C=C1)C1=CC=C(C=C1)C(F)(F)F ([5-Methoxy-2-methyl-4-(4′-trifluoromethyl-biphenyl-4-ylmethylsulfanyl)-phenoxy]-acetic acid). Procedure: Preparation of [5-Methoxy-2-methyl-4-(4′-trifluoromethyl-biphenyl-4-ylmethanesulfinyl)-phenoxy]-acetic acid methyl ester (compound 51A) Example 4 (0.5 g, 1.0 mmol) was dissolved in 25 ml dichloromethane followed by the addition of 2-benzenesulfonyl-3-phenyl-oxaziridine (0.274, 1.04 mmol). The reaction was stirred 1 h. 10 ml water was added, the layers were separated, and dichloromethane solution was dried over anhydrous sodium sulfate, decanted, and concentrated. The product was recrystallized f...